From a dataset of the Open Reaction Database (ORD), a public repository of structured organic reaction records. describe an organic reaction: reactants, conditions, products, and yield Starting materials: ClC1=CC(=CC2=C1C(=NO2)C2=C(C=CC=C2)F)O (4-chloro-3-(2-fluorophenyl)-6-hydroxy-1,2-benzisoxazole), C([O-])([O-])=O.[K+].[K+] (potassium carbonate), C(C=C)Br (allyl bromide), CN(C)C=O (DMF). Solvent: O (water). Conditions: time 3 hour. Yields the product C(C=C)OC1=CC2=C(C(=NO2)C2=C(C=CC=C2)F)C(=C1)Cl (6-allyloxy-4-chloro-3-(2-fluorophenyl)-1,2-benzisoxazole). The yield is 99.2%. Reaction SMILES: [Cl:1][C:2]1[C:7]2[C:8]([C:11]3[CH:16]=[CH:15][CH:14]=[CH:13][C:12]=3[F:17])=[N:9][O:10][C:6]=2[CH:5]=[C:4]([OH:18])[CH:3]=1.C(=O)([O-])[O-].[K+].[K+].[CH2:25](Br)[CH:26]=[CH2:27].CN(C=O)C>O>[CH2:27]([O:18][C:4]1[CH:3]=[C:2]([Cl:1])[C:7]2[C:8]([C:11]3[CH:16]=[CH:15][CH:14]=[CH:13][C:12]=3[F:17])=[N:9][O:10][C:6]=2[CH:5]=1)[CH:26]=[CH2:25] |f:1.2.3|. Reported procedure: A mixture of 4-chloro-3-(2-fluorophenyl)-6-hydroxy-1,2-benzisoxazole (7.7 g), potassium carbonate (7.1 g), allyl bromide (6.0 g) and DMF (100 ml) was stirred at 50°-60° C. for 3 hours. After cooling the mixture, water was added and the mixture was extracted with ether. The ether layer was washed with water and dried, and the solvent was distilled off to obtain 8.8 g of 6-allyloxy-4-chloro-3-(2-fluorophenyl)-1,2-benzisoxazole. This compound (8.8 g) was refluxed in 100 ml of aniline for 3.5 hours.... Reactants: C(C)C1=C(C=CC=C1)C1=C(C=C(C=C1)C(=O)OC)COC (methyl 2′-ethyl-2-(methoxymethyl)-1,1′-biphenyl-4-carboxylate), O.[OH-].[Li+] (lithium hydroxide monohydrate). The solvent is C1CCOC1 (THF), O (water). Conditions: time 12 hour. The product is C(C)C1=C(C=CC=C1)C1=C(C=C(C=C1)C(=O)O)COC (2′-Ethyl-2-(methoxymethyl)-1,1′-biphenyl-4-carboxylic acid). Isolated yield 78.9%. RXN SMILES: [CH2:1]([C:3]1[CH:8]=[CH:7][CH:6]=[CH:5][C:4]=1[C:9]1[CH:14]=[CH:13][C:12]([C:15]([O:17]C)=[O:16])=[CH:11][C:10]=1[CH2:19][O:20][CH3:21])[CH3:2].O.[OH-].[Li+]>C1COCC1.O>[CH2:1]([C:3]1[CH:8]=[CH:7][CH:6]=[CH:5][C:4]=1[C:9]1[CH:14]=[CH:13][C:12]([C:15]([OH:17])=[O:16])=[CH:11][C:10]=1[CH2:19][O:20][CH3:21])[CH3:2] |f:1.2.3|. Procedure: To a solution of methyl 2′-ethyl-2-(methoxymethyl)-1,1′-biphenyl-4-carboxylate (12 g, 0.0422 mol) in THF (150 mL) and water (30 mL), was added lithium hydroxide monohydrate (5.31 g, 0.1266 mol) in portions. After 12 h at RT, the reaction mixture was concentrated and the aqueous phase was acidified using conc. HCl and extracted with EtOAc. Then the organic layers were washed with water and brine solution. The solvents were dried over sodium sulphate and concentrated under reduced pressure to affo... Reactants: C(CC)(N)=S (propanethioamide), BrCC(=O)C1=CC=C(C=C1)O (2-bromo-1-(4-hydroxyphenyl)ethanone). The solvent is C(C)O (ethanol). Reaction conditions: time 7 hour. Yields the product C(C)C=1SC=C(N1)C1=CC=C(C=C1)O (4-(2-ethyl-4-thiazolyl)-phenol). The yield is 40.2%. RXN SMILES: [C:1](=[S:5])([NH2:4])[CH2:2][CH3:3].Br[CH2:7][C:8]([C:10]1[CH:15]=[CH:14][C:13]([OH:16])=[CH:12][CH:11]=1)=O>C(O)C>[CH2:2]([C:1]1[S:5][CH:7]=[C:8]([C:10]2[CH:15]=[CH:14][C:13]([OH:16])=[CH:12][CH:11]=2)[N:4]=1)[CH3:3]. Procedure: A mixture of 3.6 parts of propanethioamide, 8.6 parts of 2-bromo-1-(4-hydroxyphenyl)ethanone and 79 parts of ethanol was stirred for 7 hours at reflux temperature. The reaction mixture was concentrated to 1/4 of its volume and 2,2'-oxybispropane was added to the residue. The precipitate was filtered off and taken up in water. After basifying with NH4OH, the product was extracted with dichloromethane. The extract was dried, filtered and evaporated, yielding 3.3 parts (40.2%) of 4-(2-ethyl-4-thiaz... Reactants: BrC1=CC(=C2C=C(NC2=C1)C(=O)N[C@H]1[C@H](CCCC1)C)C (6-bromo-4-methyl-N-((1R,2S)-2-methylcyclohexyl)-1H-indole-2-carboxamide), CC(C)(C)P(C1=CC=CC=C1C2=CC=CC=C2)C(C)(C)C (JohnPhos), C(C)(C)(C)O[K] (tBuOK), NC1=CC=CC=C1 (aniline). The reagents and catalysts are CC(=O)[O-].CC(=O)[O-].[Pd+2] (Pd(OAc)2). Solvent: C=1(C(=CC=CC1)C)C (xylene). Reaction conditions: temperature 100 celsius. The product is CC1=C2C=C(NC2=CC(=C1)NC1=CC=CC=C1)C(=O)N[C@H]1[C@H](CCCC1)C (4-methyl-N-((1R,2S)-2-methylcyclohexyl)-6-(phenylamino)-1H-indole-2-carboxamide). Isolated yield 31.0%. RXN SMILES: Br[C:2]1[CH:10]=[C:9]2[C:5]([CH:6]=[C:7]([C:11]([NH:13][C@@H:14]3[CH2:19][CH2:18][CH2:17][CH2:16][C@@H:15]3[CH3:20])=[O:12])[NH:8]2)=[C:4]([CH3:21])[CH:3]=1.CC(P(C(C)(C)C)C1C(C2C=CC=CC=2)=CC=CC=1)(C)C.C(O[K])(C)(C)C.[NH2:49][C:50]1[CH:55]=[CH:54][CH:53]=[CH:52][CH:51]=1>C1(C)C(C)=CC=CC=1.CC([O-])=O.CC([O-])=O.[Pd+2]>[CH3:21][C:4]1[CH:3]=[C:2]([NH:49][C:50]2[CH:55]=[CH:54][CH:53]=[CH:52][CH:51]=2)[CH:10]=[C:9]2[C:5]=1[CH:6]=[C:7]([C:11]([NH:13][C@@H:14]1[CH2:19][CH2:18][CH2:17][CH2:16][C@@H:15]1[CH3:20])=[O:12])[NH:8]2 |f:5.6.7|. Procedure details: To a stirred solution of 6-bromo-4-methyl-N-((1R,2S)-2-methylcyclohexyl)-1H-indole-2-carboxamide (4AH: 500 mg, 1.43 mmol) in xylene (7.5 mL) were added Pd(OAc)2 (58 mg, 0.26 mmol), JohnPhos (51 mg, 0.17 mmol), tBuOK (644 mg, 5.74 mmol) and aniline (802 mg, 8.62 mmol). The resulting mixture was purged with argon for 10 minutes and then heated at 100° C. for 3 h in sealed tube. The reaction mixture was partitioned between ethyl acetate and water. The organic layer separated and washed with brine a... Yields the product CC=1C=C(CN2C(N(C(=C2C)CCCC2=CC=C(C=C2)O)CCC)=O)C=CC1C (1-(3,4-dimethyl-benzyl)-4-[3-(4-hydroxy-phenyl)-propyl]-5-methyl-3-propyl-1,3-dihydro-imidazol-2-one). Isolated yield 120.6%. Run at temperature 0 celsius, time 30 minute. Procedure: A 0° C. solution of 1-(3,4-dimethyl-benzyl)-4-[3-(4-methoxy-phenyl)-propyl]-5-methyl-3-propyl-1,3-dihydro-imidazol-2-one (0.145 g, 0.357 mmol) in CH2Cl2 (6 mL) was treated dropwise with BBr3 (0.10 mL, 1.06 mmol) and then stirred at 0° C. under N2 for 30 minutes. The reaction was diluted with Et2O and then quenched with ice and then water. The organic layer was dried (MgSO4), and the solvent removed in vacuo to afford 0.169 g (100%) 1-(3,4-dimethyl-benzyl)-4-[3-(4-hydroxy-phenyl)-propyl]-5-methyl... Starting materials: CC=1C=C(CN2C(N(C(=C2C)CCCC2=CC=C(C=C2)OC)CCC)=O)C=CC1C (1-(3,4-dimethyl-benzyl)-4-[3-(4-methoxy-phenyl)-propyl]-5-methyl-3-propyl-1,3-dihydro-imidazol-2-one), B(Br)(Br)Br (BBr3). As a reaction SMILES: [CH3:1][C:2]1[CH:3]=[C:4]([CH:27]=[CH:28][C:29]=1[CH3:30])[CH2:5][N:6]1[C:10]([CH3:11])=[C:9]([CH2:12][CH2:13][CH2:14][C:15]2[CH:20]=[CH:19][C:18]([O:21]C)=[CH:17][CH:16]=2)[N:8]([CH2:23][CH2:24][CH3:25])[C:7]1=[O:26].B(Br)(Br)Br>C(Cl)Cl.CCOCC>[CH3:1][C:2]1[CH:3]=[C:4]([CH:27]=[CH:28][C:29]=1[CH3:30])[CH2:5][N:6]1[C:10]([CH3:11])=[C:9]([CH2:12][CH2:13][CH2:14][C:15]2[CH:16]=[CH:17][C:18]([OH:21])=[CH:19][CH:20]=2)[N:8]([CH2:23][CH2:24][CH3:25])[C:7]1=[O:26]. The solvent is CCOCC (Et2O), C(Cl)Cl (CH2Cl2). The reactants are CCOC(=O)c1cn(CC)c2cc(C(C)=O)c(F)cc2c1=O, CN(C)C(OC(C)(C)C)OC(C)(C)C, CN(C)C=O. The product is CCOC(=O)c1cn(CC)c2cc(C(=O)C=CN(C)C)c(F)cc2c1=O. RXN SMILES: [C:1]([CH3:2])(=[O:3])[c:4]1[c:5]([F:22])[cH:6][c:7]2[c:8](=[O:21])[c:9]([C:16](=[O:17])[O:18][CH2:19][CH3:20])[cH:10][n:11]([CH2:14][CH3:15])[c:12]2[cH:13]1.[C:23]([O:24][CH:28]([O:25][C:26]([CH3:27])([CH3:32])[CH3:33])[N:29]([CH3:30])[CH3:31])([CH3:34])([CH3:35])[CH3:36].[CH3:37][N:38]([CH3:39])[CH:40]=[O:41]>>[C:1]([CH:2]=[CH:28][N:29]([CH3:30])[CH3:31])(=[O:3])[c:4]1[c:5]([F:22])[cH:6][c:7]2[c:8](=[O:21])[c:9]([C:16](=[O:17])[O:18][CH2:19][CH3:20])[cH:10][n:11]([CH2:14][CH3:15])[c:12]2[cH:13]1.